This data is from the Open Reaction Database (ORD), a public repository of structured organic reaction records. The task is: describe an organic reaction: reactants, conditions, products, and yield Starting materials: CCOC(=O)C1(NC(=O)c2cccc3c2CCCC3)Cc2ccc(OC)cc2C1, CCO, [K+], [OH-], O. Yields the product COc1ccc2c(c1)CC(NC(=O)c1cccc3c1CCCC3)(C(=O)O)C2. Reaction SMILES: [CH2:1]([CH3:2])[O:3][C:4](=[O:5])[C:6]1([NH:17][C:18](=[O:19])[c:20]2[cH:21][cH:22][cH:23][c:24]3[c:29]2[CH2:28][CH2:27][CH2:26][CH2:25]3)[CH2:7][c:8]2[cH:9][cH:10][c:11]([O:15][CH3:16])[cH:12][c:13]2[CH2:14]1.[CH3:33][CH2:34][OH:35].[K+:31].[OH-:30].[OH2:32]>>[O:3]=[C:4]([OH:5])[C:6]1([NH:17][C:18](=[O:19])[c:20]2[cH:21][cH:22][cH:23][c:24]3[c:29]2[CH2:28][CH2:27][CH2:26][CH2:25]3)[CH2:7][c:8]2[cH:9][cH:10][c:11]([O:15][CH3:16])[cH:12][c:13]2[CH2:14]1. The reactants are NC1=C(C=C(C=C1)S(=O)(=O)N([C@@H](CCCCNC(=O)[C@H](CC1=CC=CC2=CC=CC=C12)NC(=O)N1CCOCC1)CO)CC(C)C)Cl ((1S,5S)-Morpholine-4-carboxylic Acid (1-{5-[(4-Amino-3-chloro-benzenesulfonyl)-isobutyl-amino]-6-hydroxy-hexylcarbamoyl}-2-naphthalen-1-yl-ethyl)-amide), N1(CCOCC1)C(=O)N[C@H](C(=O)O)CC1=CC2=CC=CC=C2C=C1 ((2S)-2-[(morpholine-4-carbonyl)-amino]-3-naphthalen-2-yl-propionic acid), C1=CC=C2C=C(C=CC2=C1)C[C@@H](C(=O)O)N (L-2-naphthylalanine), N1(CCOCC1)C(=O)N[C@H](C(=O)O)CC1=CC=CC2=CC=CC=C12 ((2S)-2-[(morpholine-4-carbonyl)-amino]-3-naphthalen-1-yl-propionic acid), C1=CC=C2C(=C1)C=CC=C2C[C@@H](C(=O)O)N (L-1-naphthylalanine). The product is NC1=C(C=C(C=C1)S(=O)(=O)N([C@@H](CCCCNC(=O)[C@H](CC1=CC2=CC=CC=C2C=C1)NC(=O)N1CCOCC1)CO)CC(C)C)Cl ((1S,5S)-Morpholine-4-carboxylic Acid (1-{5-[(4-Amino-3-chloro-benzenesulfonyl)-isobutyl-amino]-6-hydroxy-hexylcarbamoyl}-2-naphthalen-2-yl-ethyl)-amide). Yield: 25.0%. RXN SMILES: [NH2:1][C:2]1[CH:7]=[CH:6][C:5]([S:8]([N:11]([CH2:43][CH:44]([CH3:46])[CH3:45])[C@H:12]([CH2:41][OH:42])[CH2:13][CH2:14][CH2:15][CH2:16][NH:17][C:18]([C@@H:20]([NH:32][C:33]([N:35]2[CH2:40][CH2:39][O:38][CH2:37][CH2:36]2)=[O:34])[CH2:21]C2C3C(=CC=CC=3)C=CC=2)=[O:19])(=[O:10])=[O:9])=[CH:4][C:3]=1[Cl:47].N1(C(N[C@@H](C[C:62]2[CH:71]=[CH:70][C:69]3[C:64](=[CH:65][CH:66]=[CH:67][CH:68]=3)[CH:63]=2)C(O)=O)=O)CCOCC1.C1C=C2C(C=C(C[C@H](N)C(O)=O)C=C2)=CC=1.N1(C(N[C@@H](CC2C3C(=CC=CC=3)C=CC=2)C(O)=O)=O)CCOCC1.C1C=C2C=CC=C(C[C@H](N)C(O)=O)C2=CC=1>>[NH2:1][C:2]1[CH:7]=[CH:6][C:5]([S:8]([N:11]([CH2:43][CH:44]([CH3:46])[CH3:45])[C@H:12]([CH2:41][OH:42])[CH2:13][CH2:14][CH2:15][CH2:16][NH:17][C:18]([C@@H:20]([NH:32][C:33]([N:35]2[CH2:36][CH2:37][O:38][CH2:39][CH2:40]2)=[O:34])[CH2:21][C:62]2[CH:71]=[CH:70][C:69]3[C:64](=[CH:65][CH:66]=[CH:67][CH:68]=3)[CH:63]=2)=[O:19])(=[O:10])=[O:9])=[CH:4][C:3]=1[Cl:47]. Procedure details: This derivative was prepared from (1S)-4-amino-N-(5-amino-1-hydroxymethyl-pentyl)-3-chloro-N-isobutyl-benzenesulfonamide (XII) (example 44, step B) as described in general procedure B using (2S)-2-[(morpholine-4-carbonyl)-amino]-3-naphthalen-2-yl-propionic acid. The latter derivative was prepared from L-2-naphthylalanine as described for the preparation of (2S)-2-[(morpholine-4-carbonyl)-amino]-3-naphthalen-1-yl-propionic acid from L-1-naphthylalanine. The final product was obtained in 25% yield... Starting materials: Cc1ccccc1, CCO, COB(OC)c1cccnc1, COc1nc(C)cnc1NS(=O)(=O)c1cccnc1-c1ccc(I)cc1, [Na+], [Na+], O=C([O-])[O-], O, c1ccc(P(c2ccccc2)(c2ccccc2)[Pd](P(c2ccccc2)(c2ccccc2)c2ccccc2)(P(c2ccccc2)(c2ccccc2)c2ccccc2)P(c2ccccc2)(c2ccccc2)c2ccccc2)cc1. Yields the product COc1nc(C)cnc1NS(=O)(=O)c1cccnc1-c1ccc(-c2cccnc2)cc1. As a reaction SMILES: [CH3:125][c:126]1[cH:127][cH:128][cH:129][cH:130][cH:131]1.[CH3:44][CH2:45][OH:46].[CH3:7][O:8][B:9]([c:10]1[cH:11][n:12][cH:13][cH:14][cH:15]1)[O:16][CH3:17].[I:18][c:19]1[cH:20][cH:21][c:22](-[c:25]2[n:26][cH:27][cH:28][cH:29][c:30]2[S:31](=[O:32])(=[O:33])[NH:34][c:35]2[n:36][cH:37][c:38]([CH3:43])[n:39][c:40]2[O:41][CH3:42])[cH:23][cH:24]1.[Na+:1].[Na+:2].[O-:3][C:4](=[O:5])[O-:6].[OH2:47].[cH:48]1[cH:49][cH:50][c:51]([P:52]([Pd:53]([P:54]([c:55]2[cH:56][cH:57][cH:58][cH:59][cH:60]2)([c:61]2[cH:62][cH:63][cH:64][cH:65][cH:66]2)[c:67]2[cH:68][cH:69][cH:70][cH:71][cH:72]2)([P:73]([c:74]2[cH:75][cH:76][cH:77][cH:78][cH:79]2)([c:80]2[cH:81][cH:82][cH:83][cH:84][cH:85]2)[c:86]2[cH:87][cH:88][cH:89][cH:90][cH:91]2)[P:92]([c:93]2[cH:94][cH:95][cH:96][cH:97][cH:98]2)([c:99]2[cH:100][cH:101][cH:102][cH:103][cH:104]2)[c:105]2[cH:106][cH:107][cH:108][cH:109][cH:110]2)([c:111]2[cH:112][cH:113][cH:114][cH:115][cH:116]2)[c:117]2[cH:118][cH:119][cH:120][cH:121][cH:122]2)[cH:123][cH:124]1>>[c:10]1(-[c:19]2[cH:20][cH:21][c:22](-[c:25]3[n:26][cH:27][cH:28][cH:29][c:30]3[S:31](=[O:32])(=[O:33])[NH:34][c:35]3[n:36][cH:37][c:38]([CH3:43])[n:39][c:40]3[O:41][CH3:42])[cH:23][cH:24]2)[cH:11][n:12][cH:13][cH:14][cH:15]1. The reactants are Cl (HCl), O1CCC2=C1C=CC(=C2)C2N(CCC=1C3=CC=CC=C3NC21)CC2=CC=CC=C2 (1-(2,3-Dihydrobenzofuran-5-yl)-2-benzyl-2,3,4,9-tetrahydro-1H-β-carboline), [O-][O-].[K+].[K+] (potassium dioxide), C1COCCOCCOCCOCCOCCO1 (18-crown-6). The solvent is O (H2O), CCOC(=O)C (EtOAc), CN(C)C=O (DMF). Run at time 30 minute. The product is O1CCC2=C1C=CC(=C2)C2N(CC1=C2NC=2C=CC=CC2C1=O)CC1=CC=CC=C1 (3-(2,3-Dihydro-5-benzofuranyl)-1,2,3,4-tetrahydro-2-(benzyl)-9H-pyrrolo[3,4-b]quinolin-9-one). RXN SMILES: [O:1]1[C:5]2[CH:6]=[CH:7][C:8]([CH:10]3[C:22]4[NH:21][C:20]5[C:15](=[CH:16][CH:17]=[CH:18][CH:19]=5)[C:14]=4[CH2:13][CH2:12][N:11]3[CH2:23][C:24]3[CH:29]=[CH:28][CH:27]=[CH:26][CH:25]=3)=[CH:9][C:4]=2[CH2:3][CH2:2]1.[O-][O-].[K+].[K+].C1OCCOCCOCCOCCOCC[O:36]C1.Cl>O.CCOC(C)=O.CN(C=O)C>[O:1]1[C:5]2[CH:6]=[CH:7][C:8]([CH:10]3[C:22]4[NH:21][C:20]5[CH:19]=[CH:18][CH:17]=[CH:16][C:15]=5[C:14](=[O:36])[C:13]=4[CH2:12][N:11]3[CH2:23][C:24]3[CH:29]=[CH:28][CH:27]=[CH:26][CH:25]=3)=[CH:9][C:4]=2[CH2:3][CH2:2]1 |f:1.2.3|. Procedure details: 1-(2,3-Dihydro-5-benzofuranyl)-2-benzyl-2,3,4,9-tetrahydro-1H-β-carboline (prepared as in Example 2) (5.25 g, 13.81 mmol), potassium dioxide (3.92 g, 55.24 mmol) and 18-crown-6 (3.65 g, 13.81 mmol) were mixed with DMF (100 mL) in a 200 mL flask. The reaction mixture was maintained at room temperature overnight. The reaction mixture was slowly added into a separate 500 mL flask containing a mixture of EtOAc (172 mL), H2O (172 mL) and 1N aqueous HCl (50 mL). The mixture was observed to produce tin... Starting materials: O=C1CCCCCCCCC=CCCCCCCCCC1, O=C1CCCCCCCCCCCCCC1. The product is OC1CCCCCCCCC=CCCCCCCCCC1. RXN SMILES: [C:17]1(=[O:37])[CH2:18][CH2:19][CH2:20][CH2:21][CH2:22][CH2:23][CH2:24][CH2:25][CH:26]=[CH:27][CH2:28][CH2:29][CH2:30][CH2:31][CH2:32][CH2:33][CH2:34][CH2:35][CH2:36]1.[C:1]1(=[O:2])[CH2:3][CH2:4][CH2:5][CH2:6][CH2:7][CH2:8][CH2:9][CH2:10][CH2:11][CH2:12][CH2:13][CH2:14][CH2:15][CH2:16]1>>[CH:17]1([OH:37])[CH2:18][CH2:19][CH2:20][CH2:21][CH2:22][CH2:23][CH2:24][CH2:25][CH:26]=[CH:27][CH2:28][CH2:29][CH2:30][CH2:31][CH2:32][CH2:33][CH2:34][CH2:35][CH2:36]1. Reactants: ClC=1C=C(C(=O)OO)C=CC1 (3-chloroperoxybenzoic acid), C(C)SC1=C(C=NC=C1)C=1SC2=NC=C(C=C2N1)C(F)(F)F (2-(4-ethylsulfanylpyridin-3-yl)-6-(trifluoromethyl)thiazolo[5,4-b]pyridine), S(=S)(=O)([O-])[O-].[Na+].[Na+] (sodium thiosulfate). Solvent: C(Cl)(Cl)Cl (chloroform). Reaction conditions: time 8 hour. Yields the product C(C)S(=O)(=O)C1=C(C=NC=C1)C=1SC2=NC=C(C=C2N1)C(F)(F)F (2-(4-ethylsulfonylpyridin-3-yl)-6-(trifluoromethyl)thiazolo[5,4-b]pyridine). Reaction SMILES: Cl[C:2]1C=C(C=C[CH:11]=1)C(OO)=O.C(S[C:15]1[CH:20]=[CH:19][N:18]=[CH:17][C:16]=1[C:21]1[S:22][C:23]2[C:28]([N:29]=1)=[CH:27][C:26]([C:30]([F:33])([F:32])[F:31])=[CH:25][N:24]=2)C.[S:34]([O-:38])([O-])(=[O:36])=S.[Na+].[Na+]>C(Cl)(Cl)Cl>[CH2:2]([S:34]([C:15]1[CH:20]=[CH:19][N:18]=[CH:17][C:16]=1[C:21]1[S:22][C:23]2[C:28]([N:29]=1)=[CH:27][C:26]([C:30]([F:32])([F:33])[F:31])=[CH:25][N:24]=2)(=[O:38])=[O:36])[CH3:11] |f:2.3.4|. Procedure details: 217 mg of 3-chloroperoxybenzoic acid (purity of 65% or more) was added to a mixture of 146 mg of 2-(4-ethylsulfanylpyridin-3-yl)-6-(trifluoromethyl)thiazolo[5,4-b]pyridine and 5 ml of chloroform under ice cooling, then the mixture was stirred at room temperature for 8 hours. An aqueous sodium thiosulfate solution was poured to the reaction mixture, and the mixture was extracted with chloroform. The organic layer was washed with a saturated aqueous sodium bicarbonate solution and dried over anhyd... The reactants are O=C([O-])[O-], CN(C)C=O, CCC(=O)c1ccc(F)cc1, [I-], [K+], c1nc(C2CCNCC2)c[nH]1, [Na+], [Na+], O. The product is CCC(=O)c1ccc(N2CCC(c3c[nH]cn3)CC2)cc1. RXN SMILES: [C:23](=[O:24])([O-:25])[O-:26].[CH3:31][N:32]([CH3:33])[CH:34]=[O:35].[F:12][c:13]1[cH:14][cH:15][c:16]([C:19]([CH2:20][CH3:21])=[O:22])[cH:17][cH:18]1.[I-:30].[K+:29].[NH:1]1[CH2:2][CH2:3][CH:4]([c:7]2[n:8][cH:9][nH:10][cH:11]2)[CH2:5][CH2:6]1.[Na+:27].[Na+:28].[OH2:36]>>[N:1]1([c:13]2[cH:14][cH:15][c:16]([C:19]([CH2:20][CH3:21])=[O:22])[cH:17][cH:18]2)[CH2:2][CH2:3][CH:4]([c:7]2[n:8][cH:9][nH:10][cH:11]2)[CH2:5][CH2:6]1. Starting materials: C(CCC)[Sn](C=C)(CCCC)CCCC (Tributyl(vinyl)stannane), Pd(PPh3)2OAc2, BrC1=C2C(=CN(C2=CC=C1)S(=O)(=O)C1=CC=CC=C1)C (4-bromo-3-methyl-1-(phenylsulfonyl)-1H-indole), BrC1=C2C(=CN(C2=CC=C1)S(=O)(=O)C1=CC=CC=C1)C (4-bromo-3-methyl-1-(phenylsulfonyl)-1H-indole), BrC1=C2C(=CN(C2=CC=C1)S(=O)(=O)C1=CC=CC=C1)C (4-bromo-3-methyl-1-(phenylsulfonyl)-1H-indole). The solvent is CC#N (MeCN). Product: CC1=CN(C2=CC=CC(=C12)C=C)S(=O)(=O)C1=CC=CC=C1 (3-Methyl-1-(phenylsulfonyl)-4-vinyl-1H-indole). The yield is 204.7%. As a reaction SMILES: [CH2:1]([Sn](CCCC)(CCCC)C=C)[CH2:2]CC.Br[C:17]1[CH:25]=[CH:24][CH:23]=[C:22]2[C:18]=1[C:19]([CH3:35])=[CH:20][N:21]2[S:26]([C:29]1[CH:34]=[CH:33][CH:32]=[CH:31][CH:30]=1)(=[O:28])=[O:27]>CC#N>[CH3:35][C:19]1[C:18]2[C:22](=[CH:23][CH:24]=[CH:25][C:17]=2[CH:1]=[CH2:2])[N:21]([S:26]([C:29]2[CH:34]=[CH:33][CH:32]=[CH:31][CH:30]=2)(=[O:28])=[O:27])[CH:20]=1. Procedure: Tributyl(vinyl)stannane (0.400 mL, 1.37 mmol) and Pd(PPh3)2OAc2 (51 mg, 0.069 mmol) were added to 4-bromo-3-methyl-1-(phenylsulfonyl)-1H-indole (240 mg, 0.69 mmol; Intermediate 29) in dry MeCN (4 mL). The reaction mixture was irradiated with micro-waves at 180° C. for 720 s. The mixture was combined with earlier batches of this intermediate (followed this experimental and starting with 4-bromo-3-methyl-1-(phenylsulfonyl)-1H-indole, 50 and 310 mg; Intermediate 29), filtered and concentrated. Puri... Reactants: O=C([O-])O, CCCCNc1nc(N)c2nc(OC)n(CCC3CCCCO3)c2n1, CO, Cl, [Na+], C1=COC=CO1, O. Product: CCCCNc1nc(N)c2[nH]c(=O)n(CCC3CCCCO3)c2n1. Reaction SMILES: [C:28](=[O:29])([OH:30])[O-:31].[CH2:1]([CH2:2][CH2:3][CH3:4])[NH:5][c:6]1[n:7][c:8]([NH2:25])[c:9]2[n:10][c:11]([O:23][CH3:24])[n:12]([CH2:15][CH2:16][CH:17]3[O:18][CH2:19][CH2:20][CH2:21][CH2:22]3)[c:13]2[n:14]1.[CH3:33][OH:34].[ClH:26].[Na+:32].[O:35]1[CH:36]=[CH:37][O:38][CH:39]=[CH:40]1.[OH2:27]>>[CH2:1]([CH2:2][CH2:3][CH3:4])[NH:5][c:6]1[n:7][c:8]([NH2:25])[c:9]2[nH:10][c:11](=[O:23])[n:12]([CH2:15][CH2:16][CH:17]3[O:18][CH2:19][CH2:20][CH2:21][CH2:22]3)[c:13]2[n:14]1. Starting materials: C1(=CC=CC=C1)N(C1=NC=CC=C1)CCCN1C(C=2C(C1=O)=CC=CC2)=O (N-[3-(N-phenyl-N-pyrid-2-ylamino)-propyl]phthalimide). Run in Cl (hydrochloric acid). The product is NCCCN(C1=CC=CC=C1)C1=NC=CC=C1 (2-[N-(3-aminopropyl)-N-phenylamino]pyridine). As a reaction SMILES: [C:1]1([N:7]([CH2:14][CH2:15][CH2:16][N:17]2C(=O)C3=CC=CC=C3C2=O)[C:8]2[CH:13]=[CH:12][CH:11]=[CH:10][N:9]=2)[CH:6]=[CH:5][CH:4]=[CH:3][CH:2]=1>Cl>[NH2:17][CH2:16][CH2:15][CH2:14][N:7]([C:8]1[CH:13]=[CH:12][CH:11]=[CH:10][N:9]=1)[C:1]1[CH:6]=[CH:5][CH:4]=[CH:3][CH:2]=1. Procedure details: A mixture of N-[3-(N-phenyl-N-pyrid-2-ylamino)-propyl]phthalimide, (3.1 g) and conc. hydrochloric acid (30 ml) were heated under reflux for 21 hr. Phthalic acid was filtered off on cooling and the solvent was evaporated from the filtrate. The residue was dissolved in water and the solution extracted at pH 1 with chloroform. The pH was raised to pH 13 (NaOH) and the solution extracted again with ether. The ether extracts were dried (K2CO3) and the ether was evaporated to give 2-[N-(3-aminopropyl)...